This data is from the Open Reaction Database (ORD), a public repository of structured organic reaction records. The task is: describe an organic reaction: reactants, conditions, products, and yield Starting materials: OCC=1C=CC2=C(N(S(CC2NC(CC(C2=CC=CC=C2)NS(=O)(=O)C2=CC3=CC=CC=C3C=C2)=O)(=O)=O)C)C1 (N-(7-hydroxymethyl-1-methyl-2,2-dioxo-1,2,3,4-tetrahydro-2λ6-benzo[c][1,2]thiazin-4-yl)-3-(naphthalen-2-yl-sulfonylamino)-3-phenyl-propionamide), S(C)(=O)(=O)[O-] (mesylate), N (NH3). The product is NCC=1C=CC2=C(N(S(CC2NC(CC(C2=CC=CC=C2)NS(=O)(=O)C2=CC3=CC=CC=C3C=C2)=O)(=O)=O)C)C1 (N-(7-Aminomethyl-1-methyl-2,2-dioxo-1,2,3,4-tetrahydro-2λ6-benzo[c][1,2]thiazin-4-yl)-3-(naphthalen-2-yl-sulfonylamino)-3-phenyl-propionamide). As a reaction SMILES: O[CH2:2][C:3]1[CH:4]=[CH:5][C:6]2[CH:11]([NH:12][C:13](=[O:36])[CH2:14][CH:15]([NH:22][S:23]([C:26]3[CH:35]=[CH:34][C:33]4[C:28](=[CH:29][CH:30]=[CH:31][CH:32]=4)[CH:27]=3)(=[O:25])=[O:24])[C:16]3[CH:21]=[CH:20][CH:19]=[CH:18][CH:17]=3)[CH2:10][S:9](=[O:38])(=[O:37])[N:8]([CH3:39])[C:7]=2[CH:40]=1.S([O-])(=O)(=O)C.[NH3:46]>>[NH2:46][CH2:2][C:3]1[CH:4]=[CH:5][C:6]2[CH:11]([NH:12][C:13](=[O:36])[CH2:14][CH:15]([NH:22][S:23]([C:26]3[CH:35]=[CH:34][C:33]4[C:28](=[CH:29][CH:30]=[CH:31][CH:32]=4)[CH:27]=3)(=[O:24])=[O:25])[C:16]3[CH:17]=[CH:18][CH:19]=[CH:20][CH:21]=3)[CH2:10][S:9](=[O:37])(=[O:38])[N:8]([CH3:39])[C:7]=2[CH:40]=1. Reported procedure: The title compound was prepared from N-(7-hydroxymethyl-1-methyl-2,2-dioxo-1,2,3,4-tetrahydro-2λ6-benzo[c][1,2]thiazin-4-yl)-3-(naphthalen-2-yl-sulfonylamino)-3-phenyl-propionamide (Example 12, Step E) via its mesylate and addition of NH3 by a method similar to that described in Example 12, Step E. MS (+ESI, m/z): 579 (M+H)+. Reactants: [NH4+].[OH-] (NH4OH), C(=O)(OC(C)(C)C)N[C@H](COCC1=CC=CC=C1)C(=O)O (N-Boc-O-benzyl-D-serine), C1=CC=C2C(=C1)N=NN2O.O (HOBt hydrate), C(CCl)Cl (EDC). Run in CCOC(=O)C (EtOAc), O (Water), CN(C)C=O (DMF). Run at time 60 minute. Product: NC([C@@H](COCC1=CC=CC=C1)NC(OC(C)(C)C)=O)=O ((R)-tert-butyl 1-amino-3-(benzyloxy)-1-oxopropan-2-ylcarbamate). Isolated yield 87.7%. As a reaction SMILES: [C:1]([NH:8][C@@H:9]([C:19]([OH:21])=O)[CH2:10][O:11][CH2:12][C:13]1[CH:18]=[CH:17][CH:16]=[CH:15][CH:14]=1)([O:3][C:4]([CH3:7])([CH3:6])[CH3:5])=[O:2].C1C=C2[N:28]=NN(O)C2=CC=1.O.C(Cl)CCl.[NH4+].[OH-]>CN(C=O)C.CCOC(C)=O.O>[NH2:28][C:19](=[O:21])[C@H:9]([NH:8][C:1](=[O:2])[O:3][C:4]([CH3:7])([CH3:6])[CH3:5])[CH2:10][O:11][CH2:12][C:13]1[CH:18]=[CH:17][CH:16]=[CH:15][CH:14]=1 |f:1.2,4.5|. Reported procedure: To a solution of N-Boc-O-benzyl-D-serine (510 mg, 1.72 mmol) and HOBt hydrate (317 mg, 2.07 mmol) in DMF (9 mL), EDC (432 mg, 2.25 mmol) was added. The mixture was stirred for 60 min. Then conc. NH4OH (0.600 mL, ˜8.40 mmol) was added. It was stirred for 18 h. Water and EtOAc were added. The organic phase was separated, washed with 5% NaHCO3, dried over Na2SO4, concentrated in vacuo to give (R)-tert-butyl 1-amino-3-(benzyloxy)-1-oxopropan-2-ylcarbamate (444 mg). Reaction SMILES: [CH3:1][O:2][C:3](=[O:19])[C:4]1[CH:9]=[CH:8][CH:7]=[C:6]([O:10][CH3:11])[C:5]=1[O:12][S:13]([N:16]=[C:17]=[O:18])(=[O:15])=[O:14].[NH2:20][C:21]1[N:26]=[C:25]([O:27][CH3:28])[CH:24]=[C:23]([O:29][CH3:30])[N:22]=1>C(Cl)Cl>[CH3:30][O:29][C:23]1[CH:24]=[C:25]([O:27][CH3:28])[N:26]=[C:21]([NH:20][C:17](=[O:18])[NH:16][S:13]([O:12][C:5]2[C:6]([O:10][CH3:11])=[CH:7][CH:8]=[CH:9][C:4]=2[C:3]([O:2][CH3:1])=[O:19])(=[O:15])=[O:14])[N:22]=1. The reactants are COC(C1=C(C(=CC=C1)OC)OS(=O)(=O)N=C=O)=O (Methyl-2-isocyanatosulfonyloxy-3-methoxy-benzoate), NC1=NC(=CC(=N1)OC)OC (2-amino-4,6-dimethoxypyrimidine). Procedure: A solution of 5.4 g (0.02 mol) of the product from Example 1 in 10 ml of methylene chloride is added dropwise to 3.1 g (0.02 mol) of 2-amino-4,6-dimethoxypyrimidine in 50 ml of methylene chloride at 0° C. The mixture is subsequently stirred at 25° C. for 24 hours and diluted with 50 ml of methylene chloride and the organic phase is washed twice with 50 ml of 2N hydrochloric acid each time and once with 50 ml of water. After drying with sodium sulfate and removing the solvent on a rotary evaporat... Yield: 76.9%. The solvent is C(Cl)Cl (methylene chloride), C(Cl)Cl (methylene chloride), C(Cl)Cl (methylene chloride). Product: COC1=NC(=NC(=C1)OC)NC(NS(=O)(=O)OC1=C(C(=O)OC)C=CC=C1OC)=O (methyl 2-[3-(4,6-dimethoxypyrimidin-2-yl)-ureidosulfonyloxy]-3-methoxy-benzoate). Reaction conditions: temperature 25 celsius, time 24 hour. Reactants: CCCc1nc2ccc(NC(=O)C(C)C)nc2n1Cc1ccc(OC(C(=O)OCC)c2ccccc2)cc1, CCO, [Na+], [OH-]. Product: CCCc1nc2ccc(NC(=O)C(C)C)nc2n1Cc1ccc(OC(C(=O)O)c2ccccc2)cc1. As a reaction SMILES: [CH2:1]([CH2:2][CH3:3])[c:4]1[n:5][c:6]2[c:7]([n:8][c:9]([NH:12][C:13]([CH:14]([CH3:15])[CH3:16])=[O:17])[cH:10][cH:11]2)[n:18]1[CH2:19][c:20]1[cH:21][cH:22][c:23]([O:26][CH:27]([c:28]2[cH:29][cH:30][cH:31][cH:32][cH:33]2)[C:34](=[O:35])[O:36][CH2:37][CH3:38])[cH:24][cH:25]1.[CH3:41][CH2:42][OH:43].[Na+:40].[OH-:39]>>[CH2:1]([CH2:2][CH3:3])[c:4]1[n:5][c:6]2[c:7]([n:8][c:9]([NH:12][C:13]([CH:14]([CH3:15])[CH3:16])=[O:17])[cH:10][cH:11]2)[n:18]1[CH2:19][c:20]1[cH:21][cH:22][c:23]([O:26][CH:27]([c:28]2[cH:29][cH:30][cH:31][cH:32][cH:33]2)[C:34](=[O:35])[OH:36])[cH:24][cH:25]1. The reactants are [Al+3], COc1ccccc1, COc1ccc(OC)c(CC(=O)Cl)c1, [Cl-], [Cl-], [Cl-], CC(Cl)Cl. Yields the product COc1ccc(C(=O)Cc2cc(OC)ccc2OC)cc1. RXN SMILES: [Al+3:24].[CH3:1][O:2][c:3]1[cH:4][cH:5][cH:6][cH:7][cH:8]1.[CH3:9][O:10][c:11]1[c:12]([CH2:19][C:20](=[O:21])[Cl:22])[cH:13][c:14]([O:17][CH3:18])[cH:15][cH:16]1.[Cl-:23].[Cl-:25].[Cl-:26].[Cl:27][CH:28]([Cl:29])[CH3:30]>>[CH3:1][O:2][c:3]1[cH:4][cH:5][c:6]([C:20]([CH2:19][c:12]2[c:11]([O:10][CH3:9])[cH:16][cH:15][c:14]([O:17][CH3:18])[cH:13]2)=[O:21])[cH:7][cH:8]1. Reactants: CC(=O)OC(C)=O, CN(C)c1ccncc1, CCCc1cc(-c2ccccc2)ccc1O, c1ccncc1. Product: CCCc1cc(-c2ccccc2)ccc1OC(C)=O. As a reaction SMILES: [CH3:1][C:2](=[O:3])[O:4][C:5](=[O:6])[CH3:7].[CH3:30][N:31]([c:32]1[cH:33][cH:34][n:35][cH:36][cH:37]1)[CH3:38].[OH:8][c:9]1[c:10]([CH2:21][CH2:22][CH3:23])[cH:11][c:12](-[c:15]2[cH:16][cH:17][cH:18][cH:19][cH:20]2)[cH:13][cH:14]1.[cH:24]1[cH:25][cH:26][n:27][cH:28][cH:29]1>>[CH3:1][C:2](=[O:3])[O:8][c:9]1[c:10]([CH2:21][CH2:22][CH3:23])[cH:11][c:12](-[c:15]2[cH:16][cH:17][cH:18][cH:19][cH:20]2)[cH:13][cH:14]1. Starting materials: O=C1C2=C(SCC1CCC(=O)OCC)SC=C2 (5,6-dihydro-4-oxo-5-(2-ethoxycarbonylethyl)thieno[2,3-b]thiopyran), COC1=CC=C(CN)C=C1 (4-methoxybenzylamine), Cl (HCl), [BH4-].[Na+] (NaBH4), CCO (EtOH). Reagents/catalysts: [Ti](Cl)(Cl)(Cl)Cl (Titanium tetrachloride). Run in C1CCOC1 (THF), C1(=CC=CC=C1)C (toluene). Reaction conditions: time 0.875 hour. The product is C(C)OC(=O)CC[C@@H]1C[C@@H](C2=C(S1)SC=C2)NCC2=CC=C(C=C2)OC (cis 5,6-dihydro-6-(2-ethoxycarbonylethyl)-4-(4-methoxybenzylamino)-4H-thieno[2,3-b]thiopyran). As a reaction SMILES: O=[C:2]1[CH:7](CCC(OCC)=O)[CH2:6][S:5][C:4]2[S:15][CH:16]=[CH:17][C:3]1=2.[CH3:18][O:19][C:20]1[CH:27]=[CH:26][C:23]([CH2:24][NH2:25])=[CH:22][CH:21]=1.[BH4-].[Na+].Cl.[CH3:31][CH2:32][OH:33]>C1COCC1.C1(C)C=CC=CC=1.[Ti](Cl)(Cl)(Cl)Cl>[CH2:32]([O:33][C:20]([CH2:21][CH2:22][C@H:6]1[S:5][C:4]2[S:15][CH:16]=[CH:17][C:3]=2[C@@H:2]([NH:25][CH2:24][C:23]2[CH:26]=[CH:27][C:20]([O:19][CH3:18])=[CH:21][CH:22]=2)[CH2:7]1)=[O:19])[CH3:31] |f:2.3|. Reported procedure: To a solution of 2 (10.4 g, 0.039 mol) in THF (110 ml) and toluene (110 ml) at 0° is added 4-methoxybenzylamine (25.5 ml, 26.8 g, 0.195 mol). Titanium tetrachloride (2.2 ml, 3.8 g, 0.02 mol) is added to the cold solution and the resulting mixture is stirred for 0.75-1 hour. The mixture is added to a cold (0°) stirred suspension of NaBH4 (4.5 g, 0.12 mol) in EtOH (900 ml). The resulting mixture is stirred for about 1 hour and acidified to pH 1 with 3N HCl. The solvent is removed in vacuo and the ...